This data is from the Open Reaction Database (ORD), a public repository of structured organic reaction records. The task is: describe an organic reaction: reactants, conditions, products, and yield Starting materials: CS(=O)c1c(C(=O)c2cnoc2C2CC2)ccc2c1OC(F)(F)O2, O=C(OO)c1cccc(Cl)c1, ClCCl. Product: CS(=O)(=O)c1c(C(=O)c2cnoc2C2CC2)ccc2c1OC(F)(F)O2. As a reaction SMILES: [CH:1]1([c:4]2[c:5]([C:9](=[O:10])[c:11]3[c:12]([S:22](=[O:23])[CH3:24])[c:13]4[c:14]([cH:20][cH:21]3)[O:15][C:16]([F:18])([F:19])[O:17]4)[cH:6][n:7][o:8]2)[CH2:2][CH2:3]1.[Cl:25][c:26]1[cH:27][cH:28][cH:29][c:30]([C:31]([O:32][OH:34])=[O:33])[cH:35]1.[Cl:36][CH2:37][Cl:38]>>[CH:1]1([c:4]2[c:5]([C:9](=[O:10])[c:11]3[c:12]([S:22](=[O:23])([CH3:24])=[O:33])[c:13]4[c:14]([cH:20][cH:21]3)[O:15][C:16]([F:18])([F:19])[O:17]4)[cH:6][n:7][o:8]2)[CH2:2][CH2:3]1. As a reaction SMILES: [CH2:30]1[O:31][CH2:32][CH2:33][CH2:34]1.[CH3:18][O:19][C:20]([c:21]1[cH:22][cH:23][c:24]([CH2:27][Br:28])[cH:25][cH:26]1)=[O:29].[CH3:1][C:2]([CH3:3])([O-:4])[CH3:5].[Cl:7][c:8]1[cH:9][c:10]([CH2:14][C:15]([CH3:16])=[O:17])[cH:11][cH:12][cH:13]1.[Na+:6]>>[Cl:7][c:8]1[cH:9][c:10]([CH:14]([C:15]([CH3:16])=[O:17])[CH2:27][c:24]2[cH:23][cH:22][c:21]([C:20]([O:19][CH3:18])=[O:29])[cH:26][cH:25]2)[cH:11][cH:12][cH:13]1. Reactants: C1CCOC1, COC(=O)c1ccc(CBr)cc1, CC(C)(C)[O-], CC(=O)Cc1cccc(Cl)c1, [Na+]. The product is COC(=O)c1ccc(CC(C(C)=O)c2cccc(Cl)c2)cc1. Starting materials: C=O, COCC(c1c[nH]c2ccc(OCc3ccccc3)cc12)C(N)C(=O)OC(C)C, Cl, O. The product is COCC1c2c([nH]c3ccc(OCc4ccccc4)cc23)CNC1C(=O)OC(C)C. Reaction SMILES: [CH2:30]=[O:31].[CH:1]([CH3:2])([CH3:3])[O:4][C:5]([CH:6]([CH:7]([CH2:8][O:9][CH3:10])[c:11]1[cH:12][nH:13][c:14]2[cH:15][cH:16][c:17]([O:20][CH2:21][c:22]3[cH:23][cH:24][cH:25][cH:26][cH:27]3)[cH:18][c:19]12)[NH2:28])=[O:29].[ClH:33].[OH2:32]>>[CH:1]([CH3:2])([CH3:3])[O:4][C:5]([CH:6]1[CH:7]([CH2:8][O:9][CH3:10])[c:11]2[c:12]([nH:13][c:14]3[cH:15][cH:16][c:17]([O:20][CH2:21][c:22]4[cH:23][cH:24][cH:25][cH:26][cH:27]4)[cH:18][c:19]23)[CH2:30][NH:28]1)=[O:29]. Starting materials: ClC1=CC=2N(C=C1)N=C(C2C2=NC(=NC=C2)NC2CCCC2)C2=CC=C(C=C2)F (4-[5-chloro-2-(4-fluorophenyl)pyrazolo[1,5-α]pyridin-3-yl]-N-cyclopentyl-2-pyrimidinamine), C(C1=CC=CC=C1)(C1=CC=CC=C1)=N (benzophenone imine), C1(=CC=CC=C1)P(C1=C(C2=CC=CC=C2C=C1)C1=C(C=CC2=CC=CC=C12)P(C1=CC=CC=C1)C1=CC=CC=C1)C1=CC=CC=C1 (racemic-2,2′-bis(diphenylphosphino)-1,1′-binaphthyl), CC(C)([O-])C.[Na+] (sodium tert-butoxide), C([O-])(O)=O.[Na+] (sodium bicarbonate). Reagents/catalysts: C=1C=CC(=CC1)/C=C/C(=O)/C=C/C2=CC=CC=C2.C=1C=CC(=CC1)/C=C/C(=O)/C=C/C2=CC=CC=C2.C=1C=CC(=CC1)/C=C/C(=O)/C=C/C2=CC=CC=C2.[Pd].[Pd] (tris(dibenzylideneacetone)dipalladium). Run in C1(=CC=CC=C1)C (toluene), C(C)(=O)OCC (ethyl acetate). Run at temperature 100 celsius. Product: C1(CCCC1)NC1=NC=CC(=N1)C=1C(=NN2C1C=C(C=C2)N=C(C2=CC=CC=C2)C2=CC=CC=C2)C2=CC=C(C=C2)F (3-[2-(cyclopentylamino)-4-pyrimidinyl]-N-(diphenylmethylene)-2-(4-fluorophenyl)pyrazolo[1,5-α]pyridin-5-amine). As a reaction SMILES: Cl[C:2]1[CH:7]=[CH:6][N:5]2[N:8]=[C:9]([C:23]3[CH:28]=[CH:27][C:26]([F:29])=[CH:25][CH:24]=3)[C:10]([C:11]3[CH:16]=[CH:15][N:14]=[C:13]([NH:17][CH:18]4[CH2:22][CH2:21][CH2:20][CH2:19]4)[N:12]=3)=[C:4]2[CH:3]=1.[C:30](=[NH:43])([C:37]1[CH:42]=[CH:41][CH:40]=[CH:39][CH:38]=1)[C:31]1[CH:36]=[CH:35][CH:34]=[CH:33][CH:32]=1.C1(P(C2C=CC=CC=2)C2C=CC3C(=CC=CC=3)C=2C2C3C(=CC=CC=3)C=CC=2P(C2C=CC=CC=2)C2C=CC=CC=2)C=CC=CC=1.CC(C)([O-])C.[Na+].C(=O)(O)[O-].[Na+]>C1(C)C=CC=CC=1.C1C=CC(/C=C/C(/C=C/C2C=CC=CC=2)=O)=CC=1.C1C=CC(/C=C/C(/C=C/C2C=CC=CC=2)=O)=CC=1.C1C=CC(/C=C/C(/C=C/C2C=CC=CC=2)=O)=CC=1.[Pd].[Pd].C(OCC)(=O)C>[CH:18]1([NH:17][C:13]2[N:12]=[C:11]([C:10]3[C:9]([C:23]4[CH:28]=[CH:27][C:26]([F:29])=[CH:25][CH:24]=4)=[N:8][N:5]4[CH:6]=[CH:7][C:2]([N:43]=[C:30]([C:31]5[CH:36]=[CH:35][CH:34]=[CH:33][CH:32]=5)[C:37]5[CH:42]=[CH:41][CH:40]=[CH:39][CH:38]=5)=[CH:3][C:4]=34)[CH:16]=[CH:15][N:14]=2)[CH2:22][CH2:21][CH2:20][CH2:19]1 |f:3.4,5.6,8.9.10.11.12|. Procedure details: To a solution of 4-[5-chloro-2-(4-fluorophenyl)pyrazolo[1,5-α]pyridin-3-yl]-N-cyclopentyl-2-pyrimidinamine (0.1 g, 0.25 mmol) in toluene (5 mL) was added benzophenone imine (0.13 g, 0.75 mmol), tris(dibenzylideneacetone)dipalladium (0.02 g, 0.03 mmol), racemic-2,2′-bis(diphenylphosphino)-1,1′-binaphthyl (0.05 g, 0.09 mmol) and sodium tert-butoxide (0.07 g, 0.75 mmol). The reaction was heated at 100° C. for 3 hours, then allowed to cool to room temperature. Aqueous sodium bicarbonate and ethyl ac...